From a dataset of the Open Reaction Database (ORD), a public repository of structured organic reaction records. describe an organic reaction: reactants, conditions, products, and yield The reactants are CNS(=O)(=O)Cl (Methylsulphamoyl chloride), NC1=CC=C(OCC2CCN(CC2)C2=CC=NC=C2)C=C1 (4-[(4-aminophenoxy)methyl]-1-[4-pyridyl]-piperidine), CNS(=O)(=O)Cl (methylsulphamoyl chloride). Solvent: N1=CC=CC=C1 (pyridine). Reaction conditions: time 6 hour. Product: CNS(=O)(=O)NC1=CC=C(C=C1)OCC1CCN(CC1)C1=CC=NC=C1 (N-Methyl-N'-[4-([1-(4-pyridyl)piperidin-4-yl]methoxy)phenyl]sulphamide). Isolated yield 39.6%. RXN SMILES: [CH3:1][NH:2][S:3](Cl)(=[O:5])=[O:4].[NH2:7][C:8]1[CH:27]=[CH:26][C:11]([O:12][CH2:13][CH:14]2[CH2:19][CH2:18][N:17]([C:20]3[CH:25]=[CH:24][N:23]=[CH:22][CH:21]=3)[CH2:16][CH2:15]2)=[CH:10][CH:9]=1>N1C=CC=CC=1>[CH3:1][NH:2][S:3]([NH:7][C:8]1[CH:27]=[CH:26][C:11]([O:12][CH2:13][CH:14]2[CH2:15][CH2:16][N:17]([C:20]3[CH:25]=[CH:24][N:23]=[CH:22][CH:21]=3)[CH2:18][CH2:19]2)=[CH:10][CH:9]=1)(=[O:5])=[O:4]. Procedure: Methylsulphamoyl chloride (0.39 g) was added dropwise to a stirred solution of 4-[(4-aminophenoxy)methyl]-1-[4-pyridyl]-piperidine (see Preparation 4) (0.57 g) in pyridine (15 ml) and the mixture was stirred at room temperature for 6 hours. An additional 0.39 g of methylsulphamoyl chloride was then added and the mixture was stirred for a further 18 hours and then evaporated. The residue was partitioned between sodium bicarbonate solution and ethyl acetate. The organic layer was separated and the...